This data is from the Open Reaction Database (ORD), a public repository of structured organic reaction records. The task is: describe an organic reaction: reactants, conditions, products, and yield The reactants are CCOC(=O)COc1ccc(SC(CC)CNS(=O)(=O)c2ccc(OC(F)(F)F)cc2)cc1C, CCO, CCOC(C)=O, Cl, [Na+], [OH-]. Yields the product CCC(CNS(=O)(=O)c1ccc(OC(F)(F)F)cc1)Sc1ccc(OCC(=O)O)c(C)c1. RXN SMILES: [CH2:1]([CH3:2])[O:3][C:4]([CH2:5][O:6][c:7]1[c:8]([CH3:33])[cH:9][c:10]([S:13][CH:14]([CH2:15][CH3:16])[CH2:17][NH:18][S:19](=[O:20])(=[O:21])[c:22]2[cH:23][cH:24][c:25]([O:28][C:29]([F:30])([F:31])[F:32])[cH:26][cH:27]2)[cH:11][cH:12]1)=[O:34].[CH3:38][CH2:39][OH:40].[CH3:41][CH2:42][O:43][C:44](=[O:45])[CH3:46].[ClH:37].[Na+:36].[OH-:35]>>[O:3]=[C:4]([CH2:5][O:6][c:7]1[c:8]([CH3:33])[cH:9][c:10]([S:13][CH:14]([CH2:15][CH3:16])[CH2:17][NH:18][S:19](=[O:20])(=[O:21])[c:22]2[cH:23][cH:24][c:25]([O:28][C:29]([F:30])([F:31])[F:32])[cH:26][cH:27]2)[cH:11][cH:12]1)[OH:34]. The reactants are CN1CCNCC1, CC(C)[O-], CC(C)[O-], CC(C)[O-], CC(C)[O-], CCO, O=CC1(c2ccc(OCCCN3CCCC3)cc2)CCOCC1, [Ti+4]. Product: CN1CCN(CC2(c3ccc(OCCCN4CCCC4)cc3)CCOCC2)CC1. As a reaction SMILES: [CH3:24][N:25]1[CH2:26][CH2:27][NH:28][CH2:29][CH2:30]1.[CH3:31][CH:32]([CH3:33])[O-:34].[CH3:36][CH:37]([CH3:38])[O-:39].[CH3:40][CH:41]([CH3:42])[O-:43].[CH3:44][CH:45]([CH3:46])[O-:47].[CH3:48][CH2:49][OH:50].[N:1]1([CH2:6][CH2:7][CH2:8][O:9][c:10]2[cH:11][cH:12][c:13]([C:16]3([CH:22]=[O:23])[CH2:17][CH2:18][O:19][CH2:20][CH2:21]3)[cH:14][cH:15]2)[CH2:2][CH2:3][CH2:4][CH2:5]1.[Ti+4:35]>>[N:1]1([CH2:6][CH2:7][CH2:8][O:9][c:10]2[cH:11][cH:12][c:13]([C:16]3([CH2:22][N:28]4[CH2:27][CH2:26][N:25]([CH3:24])[CH2:30][CH2:29]4)[CH2:17][CH2:18][O:19][CH2:20][CH2:21]3)[cH:14][cH:15]2)[CH2:2][CH2:3][CH2:4][CH2:5]1.